This data is from the Open Reaction Database (ORD), a public repository of structured organic reaction records. The task is: describe an organic reaction: reactants, conditions, products, and yield The reactants are C(C)(C)C=1C=C(OC1C(C)C)C(=O)O (4,5-diisopropylfuran-2-carboxylic acid), FC1=C(C(=O)OC)C=CC(=C1)N (methyl 2-fluoro-4-aminobenzoate). Yields the product FC1=C(C(=O)OC)C=CC(=C1)NC(=O)C=1OC(=C(C1)C(C)C)C(C)C (methyl 2-fluoro-4-[(4,5-diisopropylfuran-2-carbonyl)amino]benzoate). Yield: 67.0%. RXN SMILES: [CH:1]([C:4]1[CH:5]=[C:6]([C:12]([OH:14])=O)[O:7][C:8]=1[CH:9]([CH3:11])[CH3:10])([CH3:3])[CH3:2].[F:15][C:16]1[CH:25]=[C:24]([NH2:26])[CH:23]=[CH:22][C:17]=1[C:18]([O:20][CH3:21])=[O:19]>>[F:15][C:16]1[CH:25]=[C:24]([NH:26][C:12]([C:6]2[O:7][C:8]([CH:9]([CH3:10])[CH3:11])=[C:4]([CH:1]([CH3:2])[CH3:3])[CH:5]=2)=[O:14])[CH:23]=[CH:22][C:17]=1[C:18]([O:20][CH3:21])=[O:19]. Reported procedure: In the same manner as that of Example 2, 4,5-diisopropylfuran-2-carboxylic acid (80 mg, 0.408 mmol) and methyl 2-fluoro-4-aminobenzoate (125 mg, 0.739 mmol) were condensed, the reaction mixture was treated in a conventional manner, and then the residue was purified by silica gel chromatography [hexane-ethyl acetate (40:1)] and recrystallized to obtain methyl 2-fluoro-4-[(4,5-diisopropylfuran-2-carbonyl)amino]benzoate (95 mg, 67%) as colorless prisms.